describe an organic reaction: reactants, conditions, products, and yield From a dataset of the Open Reaction Database (ORD), a public repository of structured organic reaction records. Starting materials: ClC(Cl)Cl, Cn1c(=O)c(Oc2ccccc2F)cc2cnc(S(C)(=O)=O)nc21, NCCO. Yields the product Cn1c(=O)c(Oc2ccccc2F)cc2cnc(NCCO)nc21. RXN SMILES: [CH:29]([Cl:30])([Cl:31])[Cl:32].[F:1][c:2]1[c:3]([O:4][c:5]2[cH:6][c:7]3[c:8]([n:9][c:10]([S:13]([CH3:14])(=[O:15])=[O:16])[n:11][cH:12]3)[n:17]([CH3:20])[c:18]2=[O:19])[cH:21][cH:22][cH:23][cH:24]1.[NH2:25][CH2:26][CH2:27][OH:28]>>[F:1][c:2]1[c:3]([O:4][c:5]2[cH:6][c:7]3[c:8]([n:9][c:10]([NH:25][CH2:26][CH2:27][OH:28])[n:11][cH:12]3)[n:17]([CH3:20])[c:18]2=[O:19])[cH:21][cH:22][cH:23][cH:24]1. Reactants: Clc1ccc2c(c1)OC1(CCN(Cc3ccccc3)CC1)C2, CCOC(=O)Cl, c1ccccc1. Product: CCOC(=O)N1CCC2(CC1)Cc1ccc(Cl)cc1O2. RXN SMILES: [CH2:1]([c:2]1[cH:3][cH:4][cH:5][cH:6][cH:7]1)[N:8]1[CH2:9][CH2:10][C:11]2([O:12][c:13]3[c:14]([cH:16][cH:17][c:18]([Cl:20])[cH:19]3)[CH2:15]2)[CH2:21][CH2:22]1.[CH2:23]([CH3:24])[O:25][C:26](=[O:27])[Cl:28].[cH:29]1[cH:30][cH:31][cH:32][cH:33][cH:34]1>>[N:8]1([C:26]([O:25][CH2:23][CH3:24])=[O:27])[CH2:9][CH2:10][C:11]2([O:12][c:13]3[c:14]([cH:16][cH:17][c:18]([Cl:20])[cH:19]3)[CH2:15]2)[CH2:21][CH2:22]1.